This data is from the Open Reaction Database (ORD), a public repository of structured organic reaction records. The task is: describe an organic reaction: reactants, conditions, products, and yield Starting materials: C1CCOC1, COC(=O)C(NS(=O)(=O)c1ccc(-c2ccc(NC(=O)c3oc4ccc(C(C)=O)c(O)c4c3C)cc2)cc1)C(C)C, [Li+], [OH-]. Product: CC(=O)c1ccc2oc(C(=O)Nc3ccc(-c4ccc(S(=O)(=O)NC(C(=O)O)C(C)C)cc4)cc3)c(C)c2c1O. As a reaction SMILES: [CH2:44]1[O:45][CH2:46][CH2:47][CH2:48]1.[CH3:1][O:2][C:3]([CH:4]([CH:5]([CH3:6])[CH3:7])[NH:8][S:9](=[O:10])(=[O:11])[c:12]1[cH:13][cH:14][c:15](-[c:18]2[cH:19][cH:20][c:21]([NH:24][C:25](=[O:26])[c:27]3[o:28][c:29]4[c:30]([c:31]3[CH3:32])[c:33]([OH:40])[c:34]([C:37]([CH3:38])=[O:39])[cH:35][cH:36]4)[cH:22][cH:23]2)[cH:16][cH:17]1)=[O:41].[Li+:43].[OH-:42]>>[O:2]=[C:3]([CH:4]([CH:5]([CH3:6])[CH3:7])[NH:8][S:9](=[O:10])(=[O:11])[c:12]1[cH:13][cH:14][c:15](-[c:18]2[cH:19][cH:20][c:21]([NH:24][C:25](=[O:26])[c:27]3[o:28][c:29]4[c:30]([c:31]3[CH3:32])[c:33]([OH:40])[c:34]([C:37]([CH3:38])=[O:39])[cH:35][cH:36]4)[cH:22][cH:23]2)[cH:16][cH:17]1)[OH:41]. Reactants: COc1cc(OC)cc(SCC2C(C)(O)CCC3C(C)(C)CCCC32C)c1, Cl[Sn](Cl)(Cl)Cl, ClCCl, O. The product is COc1cc(OC)c2c(c1)SCC1C2(C)CCC2C(C)(C)CCCC21C. As a reaction SMILES: [CH3:1][O:2][c:3]1[cH:4][c:5]([S:11][CH2:12][CH:13]2[C:14]([OH:26])([CH3:27])[CH2:15][CH2:16][CH:17]3[C:18]([CH3:24])([CH3:25])[CH2:19][CH2:20][CH2:21][C:22]23[CH3:23])[cH:6][c:7]([O:9][CH3:10])[cH:8]1.[Cl:28][Sn:29]([Cl:30])([Cl:31])[Cl:32].[Cl:34][CH2:35][Cl:36].[OH2:33]>>[CH3:1][O:2][c:3]1[cH:4][c:5]2[c:6]([c:7]([O:9][CH3:10])[cH:8]1)[C:14]1([CH3:27])[CH:13]([CH2:12][S:11]2)[C:22]2([CH3:23])[CH:17]([CH2:16][CH2:15]1)[C:18]([CH3:24])([CH3:25])[CH2:19][CH2:20][CH2:21]2. Yields the product CCCCCCN(CCCCCC)C1=NS(=O)(=O)N=C1NC(Cc1ccc(O)cc1)C(=O)OC(C)(C)C. Starting materials: CC(C)(C)OC(=O)C(N)Cc1ccc(O)cc1, CCCCCCN(CCCCCC)C1=NS(=O)(=O)N=C1OCC, CCO. Reaction SMILES: [C:24]([CH3:25])([CH3:26])([CH3:27])[O:28][C:29]([CH:30]([NH2:31])[CH2:32][c:33]1[cH:34][cH:35][c:36]([OH:39])[cH:37][cH:38]1)=[O:40].[CH2:1]([CH2:2][CH2:3][CH2:4][CH2:5][CH3:6])[N:7]([CH2:8][CH2:9][CH2:10][CH2:11][CH2:12][CH3:13])[C:14]1=[N:18][S:17](=[O:19])(=[O:20])[N:16]=[C:15]1[O:21][CH2:22][CH3:23].[CH3:41][CH2:42][OH:43]>>[CH2:1]([CH2:2][CH2:3][CH2:4][CH2:5][CH3:6])[N:7]([CH2:8][CH2:9][CH2:10][CH2:11][CH2:12][CH3:13])[C:14]1=[N:18][S:17](=[O:19])(=[O:20])[N:16]=[C:15]1[NH:31][CH:30]([C:29]([O:28][C:24]([CH3:25])([CH3:26])[CH3:27])=[O:40])[CH2:32][c:33]1[cH:34][cH:35][c:36]([OH:39])[cH:37][cH:38]1. The reactants are CC(=O)O[BH-](OC(C)=O)OC(C)=O, CC(N)c1ccccc1, ClCCl, [Na+], O=Cc1nc2ccccc2[nH]c1=O, O. The product is CC(NCc1nc2ccccc2[nH]c1=O)c1ccccc1. As a reaction SMILES: [C:14]([O:15][BH-:16]([O:17][C:18](=[O:19])[CH3:20])[O:21][C:22](=[O:23])[CH3:24])(=[O:25])[CH3:26].[CH3:28][CH:29]([c:30]1[cH:31][cH:32][cH:33][cH:34][cH:35]1)[NH2:36].[Cl:38][CH2:39][Cl:40].[Na+:27].[O:1]=[c:2]1[c:3]([CH:12]=[O:13])[n:4][c:5]2[cH:6][cH:7][cH:8][cH:9][c:10]2[nH:11]1.[OH2:37]>>[O:1]=[c:2]1[c:3]([CH2:12][NH:36][CH:29]([CH3:28])[c:30]2[cH:31][cH:32][cH:33][cH:34][cH:35]2)[n:4][c:5]2[cH:6][cH:7][cH:8][cH:9][c:10]2[nH:11]1. Starting materials: [Al] (aluminum), ClC=1C=C(C(=O)OO)C=CC1 (3-chloroperoxybenzoic acid), C1=CC(=CC(=C1)Cl)C(=O)Cl.C1CCCCC1 (mCOC cyclohexane). Reaction conditions: time 2 hour. The product is C1=CC(=CC(=C1)Cl)C(=O)Cl (mCOC). RXN SMILES: [Al].ClC1C=C(C=CC=1)C(OO)=O.[CH:13]1[CH:18]=[C:17]([Cl:19])[CH:16]=[C:15]([C:20]([Cl:22])=[O:21])[CH:14]=1.C1CCCCC1>>[CH:13]1[CH:18]=[C:17]([Cl:19])[CH:16]=[C:15]([C:20]([Cl:22])=[O:21])[CH:14]=1 |f:2.3|. Procedure details: 17.2 g of the double bonds-containing mCOC copolymer (containing 15 mol % ENB) obtained from Example 6 and 100 ml of cyclohexene were placed in a 300 ml Schlenk round-bottom bottle wrapped with aluminum foil, and then 1.72 g of 3-chloroperoxybenzoic acid was added to the mCOC/cyclohexane solution. The reaction was conducted in a dark room at room temperature for 2 hours. Then, the reaction mixture was washed with methanol repeatly, filtered, and dried under vacuum. From 1H NMR spectrum, it was o... Reactants: C(C)(C)[Si](OC1=CC=C(C=O)C=C1)(C(C)C)C(C)C (4-triisopropylsilyloxybenzaldehyde), CC=1C=CC(=CC1)S(=O)(=O)O.O (p-TsOH.H2O), C(CO)O (ethylene glycol). Solvent: C1=CC=CC=C1 (benzene). Product: O1C(OCC1)C1=CC=C(O[Si](C(C)C)(C(C)C)C(C)C)C=C1 ((4-[1,3]dioxolan-2-yl-phenoxy)triisopropylsilane). RXN SMILES: [CH:1]([Si:4]([CH:17]([CH3:19])[CH3:18])([CH:14]([CH3:16])[CH3:15])[O:5][C:6]1[CH:13]=[CH:12][C:9]([CH:10]=[O:11])=[CH:8][CH:7]=1)([CH3:3])[CH3:2].CC1C=CC(S(O)(=O)=O)=CC=1.O.[CH2:32](O)[CH2:33][OH:34]>C1C=CC=CC=1>[O:11]1[CH2:32][CH2:33][O:34][CH:10]1[C:9]1[CH:12]=[CH:13][C:6]([O:5][Si:4]([CH:1]([CH3:3])[CH3:2])([CH:14]([CH3:16])[CH3:15])[CH:17]([CH3:19])[CH3:18])=[CH:7][CH:8]=1 |f:1.2|. Procedure details: Heat at reflux a mixture of the aldehyde (2.1033 g, 7.55 mmol), p-TsOH.H2O (14.4 mg, 0.076 mmol), and ethylene glycol (4.2 mL, 75.5 mmol) in benzene (75 mL) overnight, while removing azeotropically the H2O formed. Cool and wash with 10% K2CO3 (2×50 mL) and brine which contains 10% K2CO3 (50 mL). Back-extract the aqueous layers with benzene and Et2O (100 mL each). Concentrate the combined organic layers after drying over Na2SO4 to afford (4-[1,3]dioxolan-2-yl-phenoxy)triisopropylsilane. Starting materials: CN1C(C2=CC=C(C=C2C=C1)B1OC(C(O1)(C)C)(C)C)=O (2-methyl-6-(4,4,5,5-tetramethyl-1,3,2-dioxaborolan-2-yl)isoquinolin-1-one), BrC1=NC=CC=C1 (2-bromopyridine), C(=O)(O)[O-].[Na+] (NaHCO3). Reagents/catalysts: C1=CC=C(C=C1)P([C-]2C=CC=C2)C3=CC=CC=C3.C1=CC=C(C=C1)P([C-]2C=CC=C2)C3=CC=CC=C3.Cl[Pd]Cl.[Fe+2] (Pd(dppf)Cl2). Run in CS(=O)C (DMSO). Product: CN1C(C2=CC=C(C=C2C=C1)C1=NC=CC=C1)=O (2-methyl-6-pyridin-2-ylisoquinolin-1-one). The yield is 46.1%. RXN SMILES: [CH3:1][N:2]1[CH:11]=[CH:10][C:9]2[C:4](=[CH:5][CH:6]=[C:7](B3OC(C)(C)C(C)(C)O3)[CH:8]=2)[C:3]1=[O:21].Br[C:23]1[CH:28]=[CH:27][CH:26]=[CH:25][N:24]=1.C([O-])(O)=O.[Na+]>CS(C)=O.C1C=CC(P(C2C=CC=CC=2)[C-]2C=CC=C2)=CC=1.C1C=CC(P(C2C=CC=CC=2)[C-]2C=CC=C2)=CC=1.Cl[Pd]Cl.[Fe+2]>[CH3:1][N:2]1[CH:11]=[CH:10][C:9]2[C:4](=[CH:5][CH:6]=[C:7]([C:23]3[CH:28]=[CH:27][CH:26]=[CH:25][N:24]=3)[CH:8]=2)[C:3]1=[O:21] |f:2.3,5.6.7.8|. Procedure details: A mixture of 2-methyl-6-(4,4,5,5-tetramethyl-1,3,2-dioxaborolan-2-yl)isoquinolin-1-one (420 mg, 1.47 mmol), 2-bromopyridine (698 mg, 4.42 mmol), Pd(dppf)Cl2 (107 mg, 0.15 mmol) and saturated aqueous NaHCO3 (3.5 mL) in DMSO (25 mL) was microwaved at 150° C. for 45 min. After extractive work up with ethyl acetate, purification by silica gel chromatography (PE:EA=3:1 to 3:2) gave the title compound (160 mg, 46.0%) as a white solid. 1H NMR (CDCl3, 400 MHz) δ 8.76 (d, J=4.8 Hz, 1H), 8.53 (d, J=8.0 Hz...